This data is from the Open Reaction Database (ORD), a public repository of structured organic reaction records. The task is: describe an organic reaction: reactants, conditions, products, and yield Reactants: ice water, C1(=CC=CC=C1)C(OC1CCN(CC1)CCCO)C1=CC=CC=C1 (4-(Diphenylmethoxy)-1-piperidinepropanol), ClC=1C=CC=2N(N1)N=C(N2)C (6-chloro-2-methyl[1,2,4]triazolo[1,5-b]pyridazine), CC(C)([O-])C.[Na+] (sodium t-butoxide). The solvent is O1CCCC1 (terahydrofuran). Conditions: temperature 60 celsius, time 30 minute. Yields the product C1(=CC=CC=C1)C(OC1CCN(CC1)CCCOC=1C=CC=2N(N1)N=C(N2)C)C2=CC=CC=C2 (6-[3-[4-(diphenylmethoxy)piperidino]propoxy]-2-methyl[1,2,4]triazolo[1,5-b]pyridazine). Yield: 67.2%. Reaction SMILES: [C:1]1([CH:7]([C:19]2[CH:24]=[CH:23][CH:22]=[CH:21][CH:20]=2)[O:8][CH:9]2[CH2:14][CH2:13][N:12]([CH2:15][CH2:16][CH2:17][OH:18])[CH2:11][CH2:10]2)[CH:6]=[CH:5][CH:4]=[CH:3][CH:2]=1.CC(C)([O-])C.[Na+].Cl[C:32]1[CH:33]=[CH:34][C:35]2[N:36]([N:38]=[C:39]([CH3:41])[N:40]=2)[N:37]=1>O1CCCC1>[C:19]1([CH:7]([C:1]2[CH:2]=[CH:3][CH:4]=[CH:5][CH:6]=2)[O:8][CH:9]2[CH2:14][CH2:13][N:12]([CH2:15][CH2:16][CH2:17][O:18][C:32]3[CH:33]=[CH:34][C:35]4[N:36]([N:38]=[C:39]([CH3:41])[N:40]=4)[N:37]=3)[CH2:11][CH2:10]2)[CH:24]=[CH:23][CH:22]=[CH:21][CH:20]=1 |f:1.2|. Procedure details: 4-(Diphenylmethoxy)-1-piperidinepropanol (743 mg) was dissolved in dried terahydrofuran (17 ml), followed by addition of sodium t-butoxide (241 mg). The mixture was heated to 60° C. and stirred for 30 minutes. After the mixture was cooled, 6-chloro-2-methyl[1,2,4]triazolo[1,5-b]pyridazine (384 mg) was added thereto, followed by reflux under heating for 21 hours. After the mixture was cooled, ice-water was added thereto, followed by extraction with ethyl acetate. The extract was washed with an aq...